Task: describe an organic reaction: reactants, conditions, products, and yield. Dataset: the Open Reaction Database (ORD), a public repository of structured organic reaction records Reactants: CC(C)(C)OC(=O)n1c(S(=O)(=O)Cl)cc2ccccc21, CN(C)c1ccncc1, Nc1ccc(-c2ccncc2)cc1. Product: CC(C)(C)OC(=O)n1c(S(=O)(=O)Nc2ccc(-c3ccncc3)cc2)cc2ccccc21. Reaction SMILES: [C:14]([CH3:15])([CH3:16])([CH3:17])[O:18][C:19](=[O:20])[n:21]1[c:22]([S:30](=[O:31])(=[O:32])[Cl:33])[cH:23][c:24]2[cH:25][cH:26][cH:27][cH:28][c:29]12.[CH3:34][N:35]([c:36]1[cH:37][cH:38][n:39][cH:40][cH:41]1)[CH3:42].[n:1]1[cH:2][cH:3][c:4](-[c:7]2[cH:8][cH:9][c:10]([NH2:11])[cH:12][cH:13]2)[cH:5][cH:6]1>>[n:1]1[cH:2][cH:3][c:4](-[c:7]2[cH:8][cH:9][c:10]([NH:11][S:30]([c:22]3[n:21]([C:19]([O:18][C:14]([CH3:15])([CH3:16])[CH3:17])=[O:20])[c:29]4[c:24]([cH:23]3)[cH:25][cH:26][cH:27][cH:28]4)(=[O:31])=[O:32])[cH:12][cH:13]2)[cH:5][cH:6]1.